This data is from the Open Reaction Database (ORD), a public repository of structured organic reaction records. The task is: describe an organic reaction: reactants, conditions, products, and yield The reactants are [Cl-], [Fe], CC(C)(C)OC(=O)N1CC=C(c2c[nH]c3ccc([N+](=O)[O-])cc23)CC1, [NH4+]. Yields the product CC(C)(C)OC(=O)N1CC=C(c2c[nH]c3ccc(N)cc23)CC1. RXN SMILES: [Cl-:26].[Fe:28].[N+:1]([O-:2])(=[O:3])[c:4]1[cH:5][c:6]2[c:7]([C:13]3=[CH:14][CH2:15][N:16]([C:19](=[O:20])[O:21][C:22]([CH3:23])([CH3:24])[CH3:25])[CH2:17][CH2:18]3)[cH:8][nH:9][c:10]2[cH:11][cH:12]1.[NH4+:27]>>[NH2:1][c:4]1[cH:5][c:6]2[c:7]([C:13]3=[CH:14][CH2:15][N:16]([C:19](=[O:20])[O:21][C:22]([CH3:23])([CH3:24])[CH3:25])[CH2:17][CH2:18]3)[cH:8][nH:9][c:10]2[cH:11][cH:12]1. Reactants: C1(CCCC1)C[C@H](CC(=O)OC(C)(C)C)C(=O)N1N=CCC1C(=O)NC1=NC=C(C=C1)F (1,1-dimethylethyl (3R)-3-(cyclopentylmethyl)-4-(5-{[(5-fluoro-2-pyridinyl)amino]carbonyl}-4,5-dihydro-1H-pyrazol-1-yl)-4-oxobutanoate), Cl (hydrochloric acid). Run in O1CCOCC1 (1,4-dioxane), O1CCOCC1 (1,4-dioxane). Conditions: time 4 hour. The product is crude product, C1(CCCC1)C[C@H](CC(=O)O)C(=O)N1N=CCC1C(=O)NC1=NC=C(C=C1)F ((3R)-3-(cyclopentylmethyl)-4-(5-{[(5-fluoro-2-pyridinyl)amino]carbonyl}-4,5-dihydro-1H-pyrazol-1-yl)-4-oxobutanoic acid). Isolated yield 100.7%. Reaction SMILES: [CH:1]1([CH2:6][C@@H:7]([C:16]([N:18]2[CH:22]([C:23]([NH:25][C:26]3[CH:31]=[CH:30][C:29]([F:32])=[CH:28][N:27]=3)=[O:24])[CH2:21][CH:20]=[N:19]2)=[O:17])[CH2:8][C:9]([O:11]C(C)(C)C)=[O:10])[CH2:5][CH2:4][CH2:3][CH2:2]1.Cl>O1CCOCC1>[CH:1]1([CH2:6][C@@H:7]([C:16]([N:18]2[CH:22]([C:23]([NH:25][C:26]3[CH:31]=[CH:30][C:29]([F:32])=[CH:28][N:27]=3)=[O:24])[CH2:21][CH:20]=[N:19]2)=[O:17])[CH2:8][C:9]([OH:11])=[O:10])[CH2:5][CH2:4][CH2:3][CH2:2]1. Reported procedure: To a solution of 1,1-dimethylethyl (3R)-3-(cyclopentylmethyl)-4-(5-{[(5-fluoro-2-pyridinyl)amino]carbonyl}-4,5-dihydro-1H-pyrazol-1-yl)-4-oxobutanoate (323 mg, 0.72 mmol) in 1,4-dioxane (5.0 mL) was added 4.0 M hydrochloric acid in 1,4-dioxane (9.0 mL, 36 mmol) at room temperature. The reaction mixture was stirred for 4 hours. After this time, the solvent was removed by reduced pressure to afford the crude product, (3R)-3-(cyclopentylmethyl)-4-(5-{[(5-fluoro-2-pyridinyl)amino]carbonyl}-4,5-dihyd... Starting materials: CCc1nn2c(-c3c(C)cc(C)cc3OC)ccc(OC)c2c1[N+](=O)[O-], CC(=O)O, CCO, O, [Zn]. Product: CCc1nn2c(-c3c(C)cc(C)cc3OC)ccc(OC)c2c1N. Reaction SMILES: [CH2:1]([CH3:2])[c:3]1[n:4][n:5]2[c:6]([c:7]([O:21][CH3:22])[cH:8][cH:9][c:10]2-[c:11]2[c:12]([O:19][CH3:20])[cH:13][c:14]([CH3:18])[cH:15][c:16]2[CH3:17])[c:23]1[N+:24]([O-:25])=[O:26].[CH3:27][C:28](=[O:29])[OH:30].[CH3:31][CH2:32][OH:33].[OH2:34].[Zn:35]>>[CH2:1]([CH3:2])[c:3]1[n:4][n:5]2[c:6]([c:7]([O:21][CH3:22])[cH:8][cH:9][c:10]2-[c:11]2[c:12]([O:19][CH3:20])[cH:13][c:14]([CH3:18])[cH:15][c:16]2[CH3:17])[c:23]1[NH2:24]. Reaction SMILES: [CH3:24][C:25]([Cl:26])=[O:27].[CH:1]1([CH:7]=[C:8]([CH:9]([C:10]([CH3:11])([CH3:12])[CH3:13])[OH:14])[n:15]2[n:16][cH:17][n:18][cH:19]2)[CH2:2][CH2:3][CH2:4][CH2:5][CH2:6]1.[H-:20].[H:22][H:23].[Na+:21].[O:28]1[CH2:29][CH2:30][O:31][CH2:32][CH2:33]1>>[CH:1]1([CH:7]=[C:8]([CH:9]([C:10]([CH3:11])([CH3:12])[CH3:13])[O:14][C:25]([CH3:24])=[O:27])[n:15]2[n:16][cH:17][n:18][cH:19]2)[CH2:2][CH2:3][CH2:4][CH2:5][CH2:6]1. Yields the product CC(=O)OC(C(=CC1CCCCC1)n1cncn1)C(C)(C)C. Reactants: CC(=O)Cl, CC(C)(C)C(O)C(=CC1CCCCC1)n1cncn1, [H-], [H][H], [Na+], C1COCCO1. The reactants are CO (methanol), NC1=C(C(=O)C2=CC(=CC=C2)NC(=O)OC(C)(C)C)C=C(C=C1)Cl (2-amino-3′-tert-butoxycarbonylamino-5-chlorobenzophenone), [BH4-].[Na+] (sodium borohydride). Solvent: C(C)OC(C)=O (acetic acid ethyl ester). Run at time 1 hour. Yields the product NC1=C(C(C2=CC(=CC=C2)NC(=O)OC(C)(C)C)O)C=C(C=C1)Cl (2-amino-5-chloro-α-(3-tert-butoxycarbonylaminophenyl)benzyl alcohol). Isolated yield 99.4%. RXN SMILES: CO.[NH2:3][C:4]1[CH:25]=[CH:24][C:23]([Cl:26])=[CH:22][C:5]=1[C:6]([C:8]1[CH:13]=[CH:12][CH:11]=[C:10]([NH:14][C:15]([O:17][C:18]([CH3:21])([CH3:20])[CH3:19])=[O:16])[CH:9]=1)=[O:7].[BH4-].[Na+]>C(OC(=O)C)C>[NH2:3][C:4]1[CH:25]=[CH:24][C:23]([Cl:26])=[CH:22][C:5]=1[CH:6]([OH:7])[C:8]1[CH:13]=[CH:12][CH:11]=[C:10]([NH:14][C:15]([O:17][C:18]([CH3:21])([CH3:20])[CH3:19])=[O:16])[CH:9]=1 |f:2.3|. Reported procedure: To a methanol (5 ml) solution of 2-amino-3′-tert-butoxycarbonylamino-5-chlorobenzophenone (0.4 g) was added sodium borohydride (66 mg). The mixture was stirred for one hour at room temperature, to which was added acetic acid ethyl ester (l00.ml). The mixture was washed with water and dried over anhydrous MgSO4. The solvent was then distilled off, and the residue was purified by means of a silica gel column chromatography to afford the object 2-amino-5-chloro-α-(3-tert-butoxycarbonylaminophenyl)b... The reactants are C(C)OC(C)=O (ethylacetate), O (water), C(=O)(O)C1(CC(C2=CC=CC=C12)=O)C1=CC=C(C=C1)F (3-carboxy-3-(4-fluorophenyl)-indan-1-one). The solvent is CN1C(CCC1)=O (N-methylpyrrolidone). Reaction conditions: time 2 hour. Yields the product FC1=CC=C(C=C1)C1CC(C2=CC=CC=C12)=O (3-(4-fluorophenyl)-indan-1-one). As a reaction SMILES: C([C:4]1([C:14]2[CH:19]=[CH:18][C:17]([F:20])=[CH:16][CH:15]=2)[C:12]2[C:7](=[CH:8][CH:9]=[CH:10][CH:11]=2)[C:6](=[O:13])[CH2:5]1)(O)=O.O.C(OC(=O)C)C>CN1CCCC1=O>[F:20][C:17]1[CH:16]=[CH:15][C:14]([CH:4]2[C:12]3[C:7](=[CH:8][CH:9]=[CH:10][CH:11]=3)[C:6](=[O:13])[CH2:5]2)=[CH:19][CH:18]=1. Reported procedure: The following operations are performed under dry nitrogen. A solution of 40.0 gr 3-carboxy-3-(4-fluorophenyl)-indan-1-one in 50 ml N-methylpyrrolidone is heated to 100° C. and stirred for 2 hours at this temperature. The reaction-mixture is cooled and poured into 250 ml water. Subsequent extractive work-up with ethylacetate give the product 3-(4-fluorophenyl)-indan-1-one.